From a dataset of the Open Reaction Database (ORD), a public repository of structured organic reaction records. describe an organic reaction: reactants, conditions, products, and yield The reactants are C(C)OC(C[C@@H](C=1C=NC=CC1)NC(CNC(CCCCNC(=O)OC(C)(C)C)=O)=O)=O (3-[2-(5-t-Butoxycarbonylaminopentanoylamino)acetylamino]-3(S)-pyridin-3-yl-propionic acid ethyl ester), Cl.O1CCOCC1 (HCl dioxane). Product: Cl.Cl.C(C)OC(C[C@@H](C=1C=NC=CC1)NC(CNC(CCCCN)=O)=O)=O (3-[2-(5-Aminopentanoylarnino)-acetylamino]-3(S)-pyridin-3-yl-propionic acid ethyl ester dihydrochloride). RXN SMILES: [CH2:1]([O:3][C:4](=[O:32])[CH2:5][C@H:6]([NH:13][C:14](=[O:31])[CH2:15][NH:16][C:17](=[O:30])[CH2:18][CH2:19][CH2:20][CH2:21][NH:22]C(OC(C)(C)C)=O)[C:7]1[CH:8]=[N:9][CH:10]=[CH:11][CH:12]=1)[CH3:2].[ClH:33].O1CCOCC1>>[ClH:33].[ClH:33].[CH2:1]([O:3][C:4](=[O:32])[CH2:5][C@H:6]([NH:13][C:14](=[O:31])[CH2:15][NH:16][C:17](=[O:30])[CH2:18][CH2:19][CH2:20][CH2:21][NH2:22])[C:7]1[CH:8]=[N:9][CH:10]=[CH:11][CH:12]=1)[CH3:2] |f:1.2,3.4.5|. Procedure details: A 4M HCl/dioxane solution(10 mL) of 24-3 (101 mg, 0.24 mmol) was stirred under ambient conditions for 18 hr. The solution was concentrated to provide 24-4 as a pale yellow gum which was used in the next step without further purification. As a reaction SMILES: [Cl:1][C:2]1[CH:7]=[C:6]([CH3:8])[CH:5]=[CH:4][N:3]=1.[Cl:9][C:10]1[S:14][C:13]([C:15](OCC)=[O:16])=[CH:12][CH:11]=1.C[Si]([N-][Si](C)(C)C)(C)C.[Li+]>C1COCC1>[Cl:9][C:10]1[S:14][C:13]([C:15](=[O:16])[CH2:8][C:6]2[CH:5]=[CH:4][N:3]=[C:2]([Cl:1])[CH:7]=2)=[CH:12][CH:11]=1 |f:2.3|. Isolated yield 101.3%. Reactants: ClC1=NC=CC(=C1)C (2-chloro-4-methylpyridine), ClC1=CC=C(S1)C(=O)OCC (ethyl 5-chlorothiophene-2-carboxylate), C[Si](C)(C)[N-][Si](C)(C)C.[Li+] (lithium bis(trimethylsilyl)amide). Conditions: temperature 5 celsius, time 2 hour. Yields the product ClC1=CC=C(S1)C(CC1=CC(=NC=C1)Cl)=O (1-(5-chloro-2-thienyl)-2-(2-chloropyridin-4-yl)ethanone). Run in C1CCOC1 (THF). Reported procedure: To a solution of 2-chloro-4-methylpyridine (15.6 mmol) and ethyl 5-chlorothiophene-2-carboxylate (17.2 mmol) in anhydrous THF (17 mL) at 0° C., under N2 was added dropwise a solution of lithium bis(trimethylsilyl)amide (1 molar solution in hexanes, 31.3 mmol). The mixture was stirred 2 h at 5° C. The solvent was then evaporated and the residue was dissolved in a mixture of water and dichloromethane. The organic layer was separated, and the aqueous layer was extracted with dichloromethane. The co... Starting materials: ClC1=CC=C2C(=CNC2=C1)C(=O)N1CCC(CC1)C1=C(C=CC=C1)OC(F)(F)F ((6-chloro-1H-indol-3-yl)-[4-(2-trifluoromethoxy-phenyl)-piperidin-1-yl]-methanone), ClCC(=O)N1CCN(CC1)C (2-chloro-1-(4-methyl-piperazin-1-yl)-ethanone). Product: ClC1=CC=C2C(=CN(C2=C1)CC(=O)N1CCN(CC1)C)C(=O)N1CCC(CC1)C1=C(C=CC=C1)OC(F)(F)F (2-{6-Chloro-3-[4-(2-trifluoromethoxy-phenyl)-piperidine-1-carbonyl]-indol-1-yl}-1-(4-methyl-piperazin-1-yl)-ethanone). Reaction SMILES: [Cl:1][C:2]1[CH:10]=[C:9]2[C:5]([C:6]([C:11]([N:13]3[CH2:18][CH2:17][CH:16]([C:19]4[CH:24]=[CH:23][CH:22]=[CH:21][C:20]=4[O:25][C:26]([F:29])([F:28])[F:27])[CH2:15][CH2:14]3)=[O:12])=[CH:7][NH:8]2)=[CH:4][CH:3]=1.Cl[CH2:31][C:32]([N:34]1[CH2:39][CH2:38][N:37]([CH3:40])[CH2:36][CH2:35]1)=[O:33]>>[Cl:1][C:2]1[CH:10]=[C:9]2[C:5]([C:6]([C:11]([N:13]3[CH2:18][CH2:17][CH:16]([C:19]4[CH:24]=[CH:23][CH:22]=[CH:21][C:20]=4[O:25][C:26]([F:27])([F:28])[F:29])[CH2:15][CH2:14]3)=[O:12])=[CH:7][N:8]2[CH2:31][C:32]([N:34]2[CH2:39][CH2:38][N:37]([CH3:40])[CH2:36][CH2:35]2)=[O:33])=[CH:4][CH:3]=1. Reported procedure: Following general procedure II, the alkylation of (6-chloro-1H-indol-3-yl)-[4-(2-trifluoromethoxy-phenyl)-piperidin-1-yl]-methanone (preparation described herein), with (commercially available) 2-chloro-1-(4-methyl-piperazin-1-yl)-ethanone gave the title compound. Run in C1CCOC1 (THF), CS(=O)C (DMSO). RXN SMILES: C([N:8]1[C:16]2[CH:15]=[CH:14][N:13]=[C:12]([O:17][CH3:18])[C:11]=2[CH:10]=[C:9]1[CH3:19])C1C=CC=CC=1.CC([O-])(C)C.[K+].O=O>C1COCC1.CS(C)=O>[CH3:18][O:17][C:12]1[C:11]2[CH:10]=[C:9]([CH3:19])[NH:8][C:16]=2[CH:15]=[CH:14][N:13]=1 |f:1.2|. Procedure: To a stirred solution of (1-benzyl-4-methoxy-2-methyl-1H-pyrrolo[3,2-c]pyridine 2 (0.887 mg, 3.52 mmol) in THF (10 mL), DMSO (2.5 mL), followed by KOtBu (25 mL, 1.0 M in THF) was added dropwise, and then the reaction mixture was treated with O2 for 15 min at room temperature, quenched with saturated NH4Cl (20 mL), extracted with EtOAc (3×60 mL). The combined organic extracts were washed with water (50 mL), brine (50 mL), dried over Na2SO4 and evaporated. Flash chromatography of the residue over ... The product is COC1=NC=CC2=C1C=C(N2)C (4-Methoxy-2-methyl-1H-pyrrolo[3,2-c]pyridine). Reactants: C(C1=CC=CC=C1)N1C(=CC=2C(=NC=CC21)OC)C (1-benzyl-4-methoxy-2-methyl-1H-pyrrolo[3,2-c]pyridine), CC(C)(C)[O-].[K+] (KOtBu), O=O (O2).